From a dataset of the Open Reaction Database (ORD), a public repository of structured organic reaction records. describe an organic reaction: reactants, conditions, products, and yield The reactants are C(#N)C1=CC(=C(C=C1)NS(=O)(=O)C)F (N-(4-cyano-2-fluorophenyl)methanesulfonamide), stainless steel. Reagents/catalysts: [Ni] (nickel). The solvent is N.CO (NH3 MeOH). The product is NCC1=CC(=C(C=C1)NS(=O)(=O)C)F (N-(4-(aminomethyl)-2-fluorophenyl)methanesulfonamide). Yield: 100.2%. RXN SMILES: [C:1]([C:3]1[CH:8]=[CH:7][C:6]([NH:9][S:10]([CH3:13])(=[O:12])=[O:11])=[C:5]([F:14])[CH:4]=1)#[N:2]>N.CO.[Ni]>[NH2:2][CH2:1][C:3]1[CH:8]=[CH:7][C:6]([NH:9][S:10]([CH3:13])(=[O:12])=[O:11])=[C:5]([F:14])[CH:4]=1 |f:1.2|. Procedure: A mixture of Example 10B (3.40 g, 16.0 mmol) and nickel powder (6.72 g, 114 mmol) in 7M NH3-MeOH (40 mL) in a 250 mL stainless steel pressure bottle at room temperature was stirred at 30 psi for 6 hours. The mixture was filtered through a nylon membrane (MeOH and THF wash) and the filtrate concentrated to afford the title compound (3.5 g), which was used without further purification. 1H NMR (300 MHz, CD3OD) δ 7.43 (t, J=8.2 Hz, 1H), 7.19 (dd, J=11.5, 1.3 Hz, 1H), 7.13 (d, J=8.3 Hz, 1H), 3.81 (s,...